This data is from the Open Reaction Database (ORD), a public repository of structured organic reaction records. The task is: describe an organic reaction: reactants, conditions, products, and yield Reactants: CO, Cl, O=C(Oc1ccc(CCN(F)F)cc1)c1ccccc1. The product is Oc1ccc(CCN(F)F)cc1. As a reaction SMILES: [CH3:22][OH:23].[ClH:21].[F:1][N:2]([CH2:3][CH2:4][c:5]1[cH:6][cH:7][c:8]([O:11][C:12](=[O:13])[c:14]2[cH:15][cH:16][cH:17][cH:18][cH:19]2)[cH:9][cH:10]1)[F:20]>>[F:1][N:2]([CH2:3][CH2:4][c:5]1[cH:6][cH:7][c:8]([OH:11])[cH:9][cH:10]1)[F:20]. Procedure details: To a round bottom flask was added (Z)-ethyl 2-(4-methoxyphenylimino)acetate (4000 mg, 19.30 mmol) and DMF (30 mL). The reaction was cooled to 0° C. Then, 1-bromo-3-methylbut-2-ene (3740 mg, 25.09 mmol) was added to the reaction followed by zinc (1641 mg, 25.09 mmol) and a drop of TMS-Cl (0.247 mL, 1.93 mmol). The reaction mixture was slowly warmed up to rt over 45 min and then stirred at rt for 20 min. The reaction mixture was cooled to 0° C. and aqueous 5% NH4Cl (10 mL) was added to the reactio... The reagents and catalysts are [Zn] (zinc). Product: COC1=CC=C(C=C1)NC(C(=O)OCC)C(C=C)(C)C (ethyl 2-(4-methoxyphenylamino)-3,3-dimethylpent-4-enoate). Reaction SMILES: [CH3:1][O:2][C:3]1[CH:8]=[CH:7][C:6](/[N:9]=[CH:10]\[C:11]([O:13][CH2:14][CH3:15])=[O:12])=[CH:5][CH:4]=1.Br[CH2:17][CH:18]=[C:19]([CH3:21])[CH3:20].[Si](Cl)(C)(C)C.[NH4+].[Cl-]>[Zn].CN(C=O)C>[CH3:1][O:2][C:3]1[CH:4]=[CH:5][C:6]([NH:9][CH:10]([C:19]([CH3:21])([CH3:20])[CH:18]=[CH2:17])[C:11]([O:13][CH2:14][CH3:15])=[O:12])=[CH:7][CH:8]=1 |f:3.4|. The yield is 20.7%. Run at temperature 0 celsius, time 20 minute. Reactants: [NH4+].[Cl-] (NH4Cl), COC1=CC=C(C=C1)\N=C/C(=O)OCC ((Z)-ethyl 2-(4-methoxyphenylimino)acetate), BrCC=C(C)C (1-bromo-3-methylbut-2-ene), [Si](C)(C)(C)Cl (TMS-Cl). Run in CN(C)C=O (DMF). Reaction SMILES: [CH:5](=[O:6])[O:7][c:8]1[c:9]([O:14][CH2:15][CH2:16][F:17])[cH:10][cH:11][cH:12][cH:13]1.[Cl:1][CH:2]([F:3])[F:4].[K+:19].[Na+:45].[O:20]1[CH2:21][CH2:22][O:23][CH2:24][CH2:25][O:26][CH2:27][CH2:28][O:29][CH2:30][CH2:31][O:32][CH2:33][CH2:34][O:35][CH2:36][CH2:37]1.[O:38]1[CH2:39][CH2:40][CH2:41][CH2:42]1.[OH-:18].[OH-:44].[OH2:43]>>[CH:2]([F:3])([F:4])[O:7][c:8]1[c:9]([O:14][CH2:15][CH2:16][F:17])[cH:10][cH:11][cH:12][cH:13]1. Product: FCCOc1ccccc1OC(F)F. Starting materials: O=COc1ccccc1OCCF, FC(F)Cl, [K+], [Na+], C1COCCOCCOCCOCCOCCO1, C1CCOC1, [OH-], [OH-], O. Reactants: BrC1=CC=C(C=C1)C=1OC(=C(N1)CCOS(=O)(=O)C)C (Methanesulfonic acid 2-[2-(4-bromo-phenyl)-5-methyl-oxazol-4-yl]-ethyl ester), CC1=C(N=C(O1)C1=CC=C(C=C1)B1OC(C(O1)(C)C)(C)C)CCO (2-{5-Methyl-2-[4-(4,4,5,5-tetramethyl-[1,3,2]dioxaborolan-2-yl)phenyl]-oxazol-4-yl }-ethanol), CC1=C(N=C(O1)C1=CC=C(C=C1)B1OC(C(O1)(C)C)(C)C)CCO (2-{5-Methyl-2-[4-(4,4,5,5-tetramethyl-[1,3,2]dioxaborolan-2-yl)phenyl]-oxazol-4-yl }-ethanol), CS(=O)(=O)C1=NC=C(C=C1)I (2-methanesulfonyl-5-iodo-pyridine), CS(=O)(=O)C1=NC=C(C=C1)I (2-methanesulfonyl-5-iodo-pyridine). The product is CS(=O)(=O)C1=NC=C(C=C1)C1=CC=C(C=C1)C=1OC(=C(N1)CCN1[C@@H](CCC1)C)C (2-Methanesulfonyl-5-(4-{5-methyl-4-[2-(2-(R)-methyl-pyrrolidin-1-yl)-ethyl]-oxazol-2-yl}-phenyl)-pyridine). Reaction SMILES: Br[C:2]1[CH:7]=[CH:6][C:5]([C:8]2[O:9][C:10]([CH3:20])=[C:11]([CH2:13][CH2:14]OS(C)(=O)=O)[N:12]=2)=[CH:4][CH:3]=1.CC1O[C:25]([C:27]2[CH:32]=[CH:31][C:30](B3OC(C)(C)C(C)(C)O3)=CC=2)=[N:24]C=1CCO.[CH3:45][S:46]([C:49]1[CH:54]=[CH:53][C:52](I)=[CH:51][N:50]=1)(=[O:48])=[O:47]>>[CH3:45][S:46]([C:49]1[CH:54]=[CH:53][C:52]([C:2]2[CH:3]=[CH:4][C:5]([C:8]3[O:9][C:10]([CH3:20])=[C:11]([CH2:13][CH2:14][N:24]4[CH2:25][CH2:27][CH2:32][C@H:31]4[CH3:30])[N:12]=3)=[CH:6][CH:7]=2)=[CH:51][N:50]=1)(=[O:48])=[O:47]. Procedure details: The titled compound is prepared substantially in accordance with the procedures of Example 4, Intermediate 13, and Example 75 using 2-{5-methyl-2-[4-(4,4,5,5-tetramethyl-[1,3,2]dioxaborolan-2-yl)phenyl]-oxazol-4-yl}-ethanol (see Intermediate 3) and 2-methanesulfonyl-5-iodo-pyridine (see Intermediate 33). MS (m/e): 426.3 (M+1) Starting materials: O=[O+][O-] (ozone), O=[O+][O-] (ozone), C(C=CC)C1OC2=CC=CC=C2C(C1)=O ((RS)-2-(2-buten-1-yl)-4-chromanone). The solvent is ClCCl (dichloromethane), CO (methanol). Conditions: time 2 hour. Yields the product O=CCC1OC2=CC=CC=C2C(C1)=O (2-(2-oxoethyl)-4-chromanone). The yield is 99.0%. As a reaction SMILES: [O:1]=[O+][O-].[CH2:4]([CH:8]1[CH2:17][C:16](=[O:18])[C:15]2[C:10](=[CH:11][CH:12]=[CH:13][CH:14]=2)[O:9]1)[CH:5]=CC>ClCCl.CO>[O:1]=[CH:5][CH2:4][CH:8]1[CH2:17][C:16](=[O:18])[C:15]2[C:10](=[CH:11][CH:12]=[CH:13][CH:14]=2)[O:9]1. Procedure: An ozone stream (3.5 g ozone/hour) was conducted while stirring for 2 hours through a solution, cooled to -70°, of 24.6 g of (RS)-2-(2-buten-1-yl)-4-chromanone in 450 ml of anhydrous dichloromethane and 150 ml of anhydrous methanol. Subsequently, the solution was flushed with oxygen for 5 minutes and with argon for 15 minutes. After the addition of 13.4 ml of dimethyl sulfide, the mixture was stirred at room temperature for 20 hours. The reaction mixture was subsequently evaporated in a vacuum. ... Starting materials: C(C)NCC (diethylamine), ClC(C(=O)O)C1=CC(=C(C=C1)C1CCCCC1)Cl (α,3-dichloro-4-cyclohexylphenylacetic acid). Solvent: CCCCCC (n-hexane). Product: C(C)[NH2+]CC.ClC(C(=O)[O-])C1=CC(=C(C=C1)C1CCCCC1)Cl (α,3-dichloro-4-cyclohexylphenylacetic acid, diethylammonium salt). RXN SMILES: [CH2:1]([NH:3][CH2:4][CH3:5])[CH3:2].[Cl:6][CH:7]([C:11]1[CH:16]=[CH:15][C:14]([CH:17]2[CH2:22][CH2:21][CH2:20][CH2:19][CH2:18]2)=[C:13]([Cl:23])[CH:12]=1)[C:8]([OH:10])=[O:9]>CCCCCC>[CH2:1]([NH2+:3][CH2:4][CH3:5])[CH3:2].[Cl:6][CH:7]([C:11]1[CH:16]=[CH:15][C:14]([CH:17]2[CH2:18][CH2:19][CH2:20][CH2:21][CH2:22]2)=[C:13]([Cl:23])[CH:12]=1)[C:8]([O-:10])=[O:9] |f:3.4|. Reported procedure: Anhydrous diethylamine (0.11 moles) is added dropwise to a stirred solution of α,3-dichloro-4-cyclohexylphenylacetic acid (0.10 moles) in 100 ml. of n-hexane at 0° C. The precipitate is collected on a filter, washed with n-hexane, and dried in a vacuum desiccator to obtain α,3-dichloro-4-cyclohexylphenylacetic acid, diethylammonium salt.